From a dataset of the Open Reaction Database (ORD), a public repository of structured organic reaction records. describe an organic reaction: reactants, conditions, products, and yield Starting materials: OCCCCCCBr, C[Si](C)(C)Cl, N, c1ccccc1. Yields the product C[Si](C)(C)OCCCCCCBr, N. As a reaction SMILES: [Br:6][CH2:7][CH2:8][CH2:9][CH2:10][CH2:11][CH2:12][OH:13].[CH3:1][Si:2]([Cl:3])([CH3:4])[CH3:5].[NH3:14].[cH:15]1[cH:16][cH:17][cH:18][cH:19][cH:20]1>>[CH3:1][Si:2]([CH3:4])([CH3:5])[O:13][CH2:12][CH2:11][CH2:10][CH2:9][CH2:8][CH2:7][Br:6].[NH3:14]. The reactants are CC1=CC=C(C[Mg]Cl)C=C1 (4-methylbenzylmagnesium chloride), ClC=1C2=C(N=C(N1)C1=CC(=CC=C1)Cl)CCC2 (4-chloro-2-(3-chlorophenyl)-6,7-dihydro-5H-cyclopenta[d]pyrimidine), Fe(acac)3, CN1CCCC1=O (NMP), [Cl-] (chloride). The solvent is C1CCOC1 (THF). Conditions: temperature 0 celsius. Yields the product ClC=1C=C(C=CC1)C=1N=C(C2=C(N1)CCC2)CC2=CC=C(C=C2)C (2-(3-chlorophenyl)-4-(4-methylbenzyl)-6,7-dihydro-5H-cyclopenta[d]pyrimidine). Yield: 47.3%. RXN SMILES: Cl[C:2]1[C:3]2[CH2:17][CH2:16][CH2:15][C:4]=2[N:5]=[C:6]([C:8]2[CH:13]=[CH:12][CH:11]=[C:10]([Cl:14])[CH:9]=2)[N:7]=1.CN1C(=O)CCC1.[CH3:25][C:26]1[CH:34]=[CH:33][C:29]([CH2:30][Mg]Cl)=[CH:28][CH:27]=1.[Cl-]>C1COCC1>[Cl:14][C:10]1[CH:9]=[C:8]([C:6]2[N:7]=[C:2]([CH2:25][C:26]3[CH:34]=[CH:33][C:29]([CH3:30])=[CH:28][CH:27]=3)[C:3]3[CH2:17][CH2:16][CH2:15][C:4]=3[N:5]=2)[CH:13]=[CH:12][CH:11]=1. Procedure: A 25-mL round bottom flask, with stirrer bar, was charged with 4-chloro-2-(3-chlorophenyl)-6,7-dihydro-5H-cyclopenta[d]pyrimidine (318 mg, 1.20 mol, 1.0 eq.) and Fe(acac)3 (6.6 mg, 19 mol, 0.05 eq.), NMP (0.4 mL) and THF (4.0 mL). The mixture was cooled to 0° C. under nitrogen. A solution of 4-methylbenzylmagnesium chloride (0.83 mL, 0.5M in THF, 0.41 mmol, 1.1 eq.) was added dropwise over 2 minutes. The resulting mixture was stirred 0° C. for 1.5 hr until the starting chloride was consumed. The... Reactants: CC1=C(C(=NO1)C1=CC=CC=C1)C(=O)NN (5-methyl-3-phenyl-isoxazole-4-carboxylic acid hydrazide), FC1=C(C(=O)O)C=C(C=C1)F (2,5-difluorobenzoic acid). Product: FC1=C(C=C(C=C1)F)C=1OC(=NN1)C=1C(=NOC1C)C1=CC=CC=C1 (2-(2,5-Difluoro-phenyl)-5-(5-methyl-3-phenyl-isoxazol-4-yl)-[1,3,4]oxadiazole). Yield: 68.0%. As a reaction SMILES: [CH3:1][C:2]1[O:6][N:5]=[C:4]([C:7]2[CH:12]=[CH:11][CH:10]=[CH:9][CH:8]=2)[C:3]=1[C:13]([NH:15][NH2:16])=[O:14].[F:17][C:18]1[CH:26]=[CH:25][C:24]([F:27])=[CH:23][C:19]=1[C:20](O)=O>>[F:17][C:18]1[CH:26]=[CH:25][C:24]([F:27])=[CH:23][C:19]=1[C:20]1[O:14][C:13]([C:3]2[C:4]([C:7]3[CH:12]=[CH:11][CH:10]=[CH:9][CH:8]=3)=[N:5][O:6][C:2]=2[CH3:1])=[N:15][N:16]=1. Reported procedure: As described for example 2, 5-methyl-3-phenyl-isoxazole-4-carboxylic acid hydrazide (200 mg, 0.92 mmol) was converted using 2,5-difluorobenzoic acid instead of o-toluic acid to the title compound (SiO2, heptane:ethyl acetate:dichloromethane=70:10:20 to 40:40:20, 211 mg, 68%) which was obtained as a white solid. MS: m/e=340.2 [M+H]+. RXN SMILES: [CH3:1][O:2][C:3]1[CH:8]=[CH:7][C:6]([C:9]#[CH:10])=[CH:5][CH:4]=1.[CH:11]1[CH2:15][CH2:14][CH2:13][CH:12]=1.[C:16](OCC)(=[O:18])C>C1(C)C=CC=CC=1>[CH3:1][O:2][C:3]1[CH:8]=[CH:7][C:6]([C:9]2[C:16](=[O:18])[CH:11]3[CH:15]([CH:10]=2)[CH2:14][CH2:13][CH2:12]3)=[CH:5][CH:4]=1. Solvent: C1(=CC=CC=C1)C (toluene). Yields the product COC1=CC=C(C=C1)C=1C(C2CCCC2C1)=O (4,5,6,6a-Tetrahydro-2-(4-methoxyphenyl)-1(3aH)pentalenone). Procedure details: The method of Example 1 was used except that 4-methoxyphenylethyne (740 mg) was dissolved in ethyl acetate and added to Co2(CO)8 in toluene followed by cyclopentene and Me3NO.2H2O. After 48 h reaction time the title product (930 mg, 73%) was isolated as a pale yellow oil. The reactants are COC1=CC=C(C=C1)C#C (4-methoxyphenylethyne), Co2(CO)8, C(C)(=O)OCC (ethyl acetate), C1=CCCC1 (cyclopentene). Isolated yield 73.0%. Reactants: NN1C(=NC(=CC1=O)C)NN (3-amino-2-hydrazino-6-methyl-4(3H)-pyrimidinone), C(C)(OCC)(OCC)OCC (triethyl orthoacetate). Run in C(CCC)O (n-butanol). Yields the product NN1C(=NN2C1=NC(=CC2=O)C)C (3-Amino-2,5-dimethyl[1,2,4]triazolo[1,5-a]pyrimidin-7(3H)-one). Reaction SMILES: [NH2:1][N:2]1[C:7](=[O:8])[CH:6]=[C:5]([CH3:9])[N:4]=[C:3]1[NH:10][NH2:11].[C:12](OCC)(OCC)(OCC)[CH3:13]>C(O)CCC>[NH2:11][N:10]1[C:3]2=[N:4][C:5]([CH3:9])=[CH:6][C:7](=[O:8])[N:2]2[N:1]=[C:12]1[CH3:13]. Reported procedure: A 3.0 g portion of 3-amino-2-hydrazino-6-methyl-4(3H)-pyrimidinone, 20 ml of triethyl orthoacetate and 100 ml of n-butanol was reacted as described in Example 1, giving 2.36 g of the desired intermediate, mp 287°-289° C. Conditions: time 4 hour. Run in C(C)(=O)OCC (ethyl acetate), O1CCCC1 (tetrahydrofuran). Starting materials: C(C)OP(=O)(OCC)CC(=O)OCC (ethyl diethylphosphonoacetate), [H-].[Na+] (sodium hydride), FC1=C(C=O)C(=CC(=C1)OC)F (2,6-difluoro-4-methoxybenzaldehyde). As a reaction SMILES: C(OP([CH2:9][C:10]([O:12][CH2:13][CH3:14])=[O:11])(OCC)=O)C.[H-].[Na+].[F:17][C:18]1[CH:25]=[C:24]([O:26][CH3:27])[CH:23]=[C:22]([F:28])[C:19]=1[CH:20]=O>O1CCCC1.C(OCC)(=O)C>[F:17][C:18]1[CH:25]=[C:24]([O:26][CH3:27])[CH:23]=[C:22]([F:28])[C:19]=1/[CH:20]=[CH:9]/[C:10]([O:12][CH2:13][CH3:14])=[O:11] |f:1.2|. Yields the product FC1=C(C(=CC(=C1)OC)F)/C=C/C(=O)OCC (ethyl (2E)-3-(2,6-difluoro-4-methoxyphenyl)acrylate). Isolated yield 52.1%. Reported procedure: A solution of ethyl diethylphosphonoacetate (2.34 g, 10.4 mmol) and 60% sodium hydride (0.38 g, 9.50 mmol) in tetrahydrofuran (40 mL) was stirred under ice-cooling for 10 min. Thereto was added 2,6-difluoro-4-methoxybenzaldehyde (1.5 g, 8.71 mmol) and the mixture was stirred for 4 hr while allowing to warm to room temperature. The reaction solution was diluted with ethyl acetate, washed successively with aqueous citric acid solution, water and aqueous sodium chloride solution, dried over magnesi... Starting materials: CSC1N=C(NC(C1C#N)=O)CC1=CSC=C1 (4-(methylsulphanyl)-6-oxo-2-(3-thienylmethyl)-4,6-dihydropyrimidine-5-carbonitrile), O1CCCOC12CCNCC2 (1,5-dioxa-9-azaspiro[5.5]undecane). The product is C1CN(CCC12OCCCO2)C=2N=C(NC(C2C#N)=O)CC2=CSC=C2 (4-(7,11-Dioxa-3-azaspiro[5.5]undec-3-yl)-6-oxo-2-(3-thienylmethyl)-1,6-dihydropyrimidine-5-carbonitrile). As a reaction SMILES: CS[CH:3]1[CH:8]([C:9]#[N:10])[C:7](=[O:11])[NH:6][C:5]([CH2:12][C:13]2[CH:17]=[CH:16][S:15][CH:14]=2)=[N:4]1.[O:18]1[C:23]2([CH2:28][CH2:27][NH:26][CH2:25][CH2:24]2)[O:22][CH2:21][CH2:20][CH2:19]1>>[CH2:24]1[C:23]2([O:18][CH2:19][CH2:20][CH2:21][O:22]2)[CH2:28][CH2:27][N:26]([C:3]2[N:4]=[C:5]([CH2:12][C:13]3[CH:17]=[CH:16][S:15][CH:14]=3)[NH:6][C:7](=[O:11])[C:8]=2[C:9]#[N:10])[CH2:25]1. Procedure: In analogy to the preparation of Example 1, 100 mg (0.38 mmol) of 4-(methylsulphanyl)-6-oxo-2-(3-thienylmethyl)-4,6-dihydropyrimidine-5-carbonitrile are reacted with 597 mg (3.80 mmol) of 1,5-dioxa-9-azaspiro[5.5]undecane to give 86 mg (61% of theory) of the title compound.